Dataset: the Open Reaction Database (ORD), a public repository of structured organic reaction records. Task: describe an organic reaction: reactants, conditions, products, and yield The reactants are C(C)OC(=O)C=1N(C2=CC=C(C=C2C1Cl)C1=NC=C(C=C1)C(F)(F)F)C1=CC=C(C=C1)OC(C)C (3-Chloro-1-(4-isopropoxyphenyl)-5-(5-trifluoromethylpyrid-2-yl)-1H-indole-2-carboxylic acid ethyl ester), [OH-].[Na+] (NaOH), Cl (HCl). Solvent: O (water), O1CCOCC1 (dioxane). The product is ClC1=C(N(C2=CC=C(C=C12)C1=NC=C(C=C1)C(F)(F)F)C1=CC=C(C=C1)OC(C)C)C(=O)O (3-Chloro-1-(4-isopropoxyphenyl)-5-(5-trifluoromethylpyrid-2-yl)-1H-indole-2-carboxylic acid). Yield: 60.9%. Reaction SMILES: C([O:3][C:4]([C:6]1[N:7]([C:26]2[CH:31]=[CH:30][C:29]([O:32][CH:33]([CH3:35])[CH3:34])=[CH:28][CH:27]=2)[C:8]2[C:13]([C:14]=1[Cl:15])=[CH:12][C:11]([C:16]1[CH:21]=[CH:20][C:19]([C:22]([F:25])([F:24])[F:23])=[CH:18][N:17]=1)=[CH:10][CH:9]=2)=[O:5])C.[OH-].[Na+].Cl>O1CCOCC1.O>[Cl:15][C:14]1[C:13]2[C:8](=[CH:9][CH:10]=[C:11]([C:16]3[CH:21]=[CH:20][C:19]([C:22]([F:23])([F:25])[F:24])=[CH:18][N:17]=3)[CH:12]=2)[N:7]([C:26]2[CH:31]=[CH:30][C:29]([O:32][CH:33]([CH3:34])[CH3:35])=[CH:28][CH:27]=2)[C:6]=1[C:4]([OH:5])=[O:3] |f:1.2|. Procedure: To a solution of 3-chloro-1-(4-isopropoxyphenyl)-5-(5-trifluoromethylpyrid-2-yl)-1H-indole-2-carboxylic acid ethyl ester (see step (a) above; 500 mg, 1.0 mmol) in dioxane (5 mL) was added NaOH (aq. 2N, 2.5 mL) and the reaction was refluxed for 4 h. After cooling to room temperature, the reaction was diluted with water and acidified by the addition of HCl (aq. 1N) to about pH 6. The precipitate was filtered, washed with water and dried. Recrystallisation (from EtOAc/petroleum ether) afforded the ... The reactants are CC(=O)O, O=Cc1ccc2c(c1)OCO2, O, O=C1CSC(=S)N1. Yields the product O=C1NC(=S)SC1=Cc1ccc2c(c1)OCO2. RXN SMILES: [CH3:19][C:20](=[O:21])[OH:22].[CH:1](=[O:2])[c:3]1[cH:4][cH:5][c:6]2[c:10]([cH:11]1)[O:9][CH2:8][O:7]2.[OH2:23].[S:12]1[C:13](=[S:14])[NH:15][C:16](=[O:17])[CH2:18]1>>[CH:1]([c:3]1[cH:4][cH:5][c:6]2[c:10]([cH:11]1)[O:9][CH2:8][O:7]2)=[C:18]1[S:12][C:13](=[S:14])[NH:15][C:16]1=[O:17]. Reactants: COC(=O)CCC(C#N)(CCC(=O)OC)c1ccc([N+](=O)[O-])c(OC)c1, COCCOC, [H-], [Na+], O. Product: COC(=O)C1CC(C#N)(c2ccc([N+](=O)[O-])c(OC)c2)CCC1=O. Reaction SMILES: [CH3:1][O:2][C:3]([CH2:4][CH2:5][C:6]([CH2:7][CH2:8][C:9](=[O:10])[O:11][CH3:12])([c:13]1[cH:14][c:15]([O:22][CH3:23])[c:16]([N+:19](=[O:20])[O-:21])[cH:17][cH:18]1)[C:24]#[N:25])=[O:26].[CH3:27][O:28][CH2:29][CH2:30][O:31][CH3:32].[H-:33].[Na+:34].[OH2:35]>>[CH3:1][O:2][C:3]([CH:4]1[CH2:5][C:6]([c:13]2[cH:14][c:15]([O:22][CH3:23])[c:16]([N+:19](=[O:20])[O-:21])[cH:17][cH:18]2)([C:24]#[N:25])[CH2:7][CH2:8][C:9]1=[O:10])=[O:26]. Reactants: ω-amino-alkanoic acid (1H-pyrazol-3-yl-5-aryl)-amides, FC(OC1=CC=C(C=C1)C=1C=C(NN1)N)F (5-(4-Difluoromethoxy-phenyl)-2H-pyrazol-3-ylamine), C[C@@H]1N(CCC1)CCCC(=O)O (4-((S)-2-Methyl-pyrrolidin-1-yl)-butyric acid). Product: FC(OC1=CC=C(C=C1)C=1C=C(NN1)NC(CCCN1[C@H](CCC1)C)=O)F (N-[5-(4-Difluoromethoxy-phenyl)-2H-pyrazol-3-yl]-4-((S)-2-methyl-pyrrolidin-1-yl)-butyramide). Reaction SMILES: [F:1][CH:2]([F:16])[O:3][C:4]1[CH:9]=[CH:8][C:7]([C:10]2[CH:11]=[C:12]([NH2:15])[NH:13][N:14]=2)=[CH:6][CH:5]=1.[CH3:17][C@H:18]1[CH2:22][CH2:21][CH2:20][N:19]1[CH2:23][CH2:24][CH2:25][C:26](O)=[O:27]>>[F:16][CH:2]([F:1])[O:3][C:4]1[CH:5]=[CH:6][C:7]([C:10]2[CH:11]=[C:12]([NH:15][C:26](=[O:27])[CH2:25][CH2:24][CH2:23][N:19]3[CH2:20][CH2:21][CH2:22][C@@H:18]3[CH3:17])[NH:13][N:14]=2)=[CH:8][CH:9]=1. Procedure: Prepared following the general synthetic method for the one-pot synthesis of ω-amino-alkanoic acid (1H-pyrazol-3-yl-5-aryl)-amides, starting from 5-(4-Difluoromethoxy-phenyl)-2H-pyrazol-3-ylamine (112.5 mg, 0.5 mmol, 1.0 eq) and 4-((S)-2-Methyl-pyrrolidin-1-yl)-butyric acid (155.0 mg, 0.8 mmol, 1.5 eq). Starting materials: NC1=NNC2=C(C=CC(=C12)C1=CC=C(C=C1)NC(=O)NC1=C(C=CC(=C1)C)F)OCOC (N-{4-[3-amino-7-(methoxymethoxy)-1H-indazol-4-yl]phenyl}-N′-(2-fluoro-5-methylphenyl)urea), Cl.CO.C1CCOC1 (HCl methanol THF). Reaction conditions: temperature 50 celsius. Yields the product NC1=NNC2=C(C=CC(=C12)C1=CC=C(C=C1)NC(=O)NC1=C(C=CC(=C1)C)F)O (N-[4-(3-amino-7-hydroxy-1H-indazol-4-yl)phenyl]-N′-(2-fluoro-5-methylphenyl)urea). Yield: 37.1%. Reaction SMILES: [NH2:1][C:2]1[C:10]2[C:5](=[C:6]([O:29]COC)[CH:7]=[CH:8][C:9]=2[C:11]2[CH:16]=[CH:15][C:14]([NH:17][C:18]([NH:20][C:21]3[CH:26]=[C:25]([CH3:27])[CH:24]=[CH:23][C:22]=3[F:28])=[O:19])=[CH:13][CH:12]=2)[NH:4][N:3]=1.Cl.CO.C1COCC1>>[NH2:1][C:2]1[C:10]2[C:5](=[C:6]([OH:29])[CH:7]=[CH:8][C:9]=2[C:11]2[CH:16]=[CH:15][C:14]([NH:17][C:18]([NH:20][C:21]3[CH:26]=[C:25]([CH3:27])[CH:24]=[CH:23][C:22]=3[F:28])=[O:19])=[CH:13][CH:12]=2)[NH:4][N:3]=1 |f:1.2.3|. Reported procedure: A mixture of Example 119B (90 mg) and a 1:1:1 mixture of 3N HCl/methanol/THF (3 mL) was heated to 50° C. for 3 hours, concentrated to half its original volume, and partitioned between saturated NaHCO3 and ethyl acetate. The organic extract was dried (MgSO4), filtered, and concentrated. The residue was purified by flash column chromatography on silica gel with 5% methanol/dichloromethane to provide 30 mg of the desired product. MS (ESI(+)) m/e 392 (M+H)+; 1H NMR (300 MHz, DMSO-d6) δ 2.28 (s, 3H),...